From a dataset of the Open Reaction Database (ORD), a public repository of structured organic reaction records. describe an organic reaction: reactants, conditions, products, and yield Reactants: Cn1c(=O)cc(N2CCCC(N)C2)n(Cc2ccccc2C#N)c1=O, O=C(O)c1ccccc1. The product is Cn1c(=O)cc(N2CCCC(N)C2)n(Cc2ccccc2C#N)c1=O, O=C(O)c1ccccc1. RXN SMILES: [NH2:10][CH:11]1[CH2:12][N:13]([c:17]2[cH:18][c:19](=[O:34])[n:20]([CH3:33])[c:21](=[O:32])[n:22]2[CH2:23][c:24]2[c:25]([C:26]#[N:27])[cH:28][cH:29][cH:30][cH:31]2)[CH2:14][CH2:15][CH2:16]1.[OH:1][C:2](=[O:3])[c:4]1[cH:5][cH:6][cH:7][cH:8][cH:9]1>>[NH2:10][CH:11]1[CH2:12][N:13]([c:17]2[cH:18][c:19](=[O:34])[n:20]([CH3:33])[c:21](=[O:32])[n:22]2[CH2:23][c:24]2[c:25]([C:26]#[N:27])[cH:28][cH:29][cH:30][cH:31]2)[CH2:14][CH2:15][CH2:16]1.[O:1]=[C:2]([OH:3])[c:4]1[cH:5][cH:6][cH:7][cH:8][cH:9]1.